This data is from the Open Reaction Database (ORD), a public repository of structured organic reaction records. The task is: describe an organic reaction: reactants, conditions, products, and yield Reactants: CC(C)O, N#CN1Cc2ccccc2-c2ccccc2C1. Yields the product CC(C)OC(=N)N1Cc2ccccc2-c2ccccc2C1. Reaction SMILES: [CH:18]([CH3:19])([CH3:20])[OH:21].[cH:1]1[cH:2][cH:3][cH:4][c:5]2[c:11]1-[c:10]1[c:9]([cH:15][cH:14][cH:13][cH:12]1)[CH2:8][N:7]([C:16]#[N:17])[CH2:6]2>>[cH:1]1[cH:2][cH:3][cH:4][c:5]2[c:11]1-[c:10]1[c:9]([cH:15][cH:14][cH:13][cH:12]1)[CH2:8][N:7]([C:16](=[NH:17])[O:21][CH:18]([CH3:19])[CH3:20])[CH2:6]2.